Dataset: the Open Reaction Database (ORD), a public repository of structured organic reaction records. Task: describe an organic reaction: reactants, conditions, products, and yield Reactants: O=C(O)CCCCC=CC1C=CCC1=O, [Na+], [Na+], O=C([O-])[O-]. Product: O=C(O)CCCCC=CC1=CCCC1=O. As a reaction SMILES: [C:1](=[O:2])([OH:3])[CH2:4][CH2:5][CH2:6][CH2:7][CH:8]=[CH:9][CH:10]1[C:11](=[O:15])[CH2:12][CH:13]=[CH:14]1.[Na+:16].[Na+:17].[O-:18][C:19](=[O:20])[O-:21]>>[C:1](=[O:2])([OH:3])[CH2:4][CH2:5][CH2:6][CH2:7][CH:8]=[CH:9][C:10]1=[CH:14][CH2:13][CH2:12][C:11]1=[O:15].